describe an organic reaction: reactants, conditions, products, and yield From a dataset of the Open Reaction Database (ORD), a public repository of structured organic reaction records. Starting materials: [Li]CCCC, CC(=O)O, O=C(Cl)OCc1ccc([N+](=O)[O-])cc1, C1CCOC1, C=CCC1C(C(C)(C)O)C(=O)N1C(C(=O)OC)=C(C)C. Yields the product C=CCC1C(C(C)(C)OC(=O)OCc2ccc([N+](=O)[O-])cc2)C(=O)N1C(C(=O)OC)=C(C)C. As a reaction SMILES: [CH2:1]([Li:2])[CH2:3][CH2:4][CH3:5].[CH3:40][C:41](=[O:42])[OH:43].[Cl:26][C:27](=[O:28])[O:29][CH2:30][c:31]1[cH:32][cH:33][c:34]([N+:37](=[O:38])[O-:39])[cH:35][cH:36]1.[O:44]1[CH2:45][CH2:46][CH2:47][CH2:48]1.[OH:6][C:7]([CH3:8])([CH3:9])[CH:10]1[C:11](=[O:25])[N:12]([C:17]([C:18](=[O:19])[O:20][CH3:21])=[C:22]([CH3:23])[CH3:24])[CH:13]1[CH2:14][CH:15]=[CH2:16]>>[O:6]([C:7]([CH3:8])([CH3:9])[CH:10]1[C:11](=[O:25])[N:12]([C:17]([C:18](=[O:19])[O:20][CH3:21])=[C:22]([CH3:23])[CH3:24])[CH:13]1[CH2:14][CH:15]=[CH2:16])[C:27](=[O:28])[O:29][CH2:30][c:31]1[cH:32][cH:33][c:34]([N+:37](=[O:38])[O-:39])[cH:35][cH:36]1. Reactants: C#CCBr, CC(C)(C)c1nn(-c2cc(O)c(Cl)cc2F)c(=O)o1, O=C([O-])[O-], CC#N, [K+], [K+]. Yields the product C#CCOc1cc(-n2nc(C(C)(C)C)oc2=O)c(F)cc1Cl. Reaction SMILES: [Br:20][CH2:21][C:22]#[CH:23].[C:1]([CH3:2])([CH3:3])([CH3:4])[c:5]1[n:6][n:7](-[c:11]2[c:12]([F:19])[cH:13][c:14]([Cl:18])[c:15]([OH:17])[cH:16]2)[c:8](=[O:10])[o:9]1.[C:24](=[O:25])([O-:26])[O-:27].[CH3:30][C:31]#[N:32].[K+:28].[K+:29]>>[C:1]([CH3:2])([CH3:3])([CH3:4])[c:5]1[n:6][n:7](-[c:11]2[c:12]([F:19])[cH:13][c:14]([Cl:18])[c:15]([O:17][CH2:23][C:22]#[CH:21])[cH:16]2)[c:8](=[O:10])[o:9]1.